This data is from the Open Reaction Database (ORD), a public repository of structured organic reaction records. The task is: describe an organic reaction: reactants, conditions, products, and yield The reactants are NC(=O)N (urea), C1(CCCC1)NS(=O)(=O)C1=C(C(=CC=C1Cl)N)O ((N-cyclopentyl)-3-amino-6-chloro-2-hydroxybenzenesulfonamide), BrC1=C(C=CC=C1)N=C=O (2-bromophenylisocyanate). Yields the product BrC1=C(C=CC=C1)NC(=O)NC1=C(C(=C(C=C1)Cl)S(=O)(=O)NC1CCCC1)O (N-(2-bromophenyl)-N′[4-chloro-2-hydroxy-3-(N″-cyclopentylaminosulfonyl)phenyl]urea). Isolated yield 39.3%. As a reaction SMILES: NC(N)=O.[CH:5]1([NH:10][S:11]([C:14]2[C:19]([Cl:20])=[CH:18][CH:17]=[C:16]([NH2:21])[C:15]=2[OH:22])(=[O:13])=[O:12])[CH2:9][CH2:8][CH2:7][CH2:6]1.[Br:23][C:24]1[CH:29]=[CH:28][CH:27]=[CH:26][C:25]=1[N:30]=[C:31]=[O:32]>>[Br:23][C:24]1[CH:29]=[CH:28][CH:27]=[CH:26][C:25]=1[NH:30][C:31]([NH:21][C:16]1[CH:17]=[CH:18][C:19]([Cl:20])=[C:14]([S:11]([NH:10][CH:5]2[CH2:6][CH2:7][CH2:8][CH2:9]2)(=[O:13])=[O:12])[C:15]=1[OH:22])=[O:32]. Reported procedure: Following the general procedure for urea formation outlined in example 15, (N-cyclopentyl)-3-amino-6-chloro-2-hydroxybenzenesulfonamide (0.15 g, 0.52 mmol) and 2-bromophenylisocyanate (64 μL, 0.52 mmol) were coupled to form the desired urea (0.1 g, 39%). LC-MS m/z 488(M+).